This data is from the Open Reaction Database (ORD), a public repository of structured organic reaction records. The task is: describe an organic reaction: reactants, conditions, products, and yield RXN SMILES: Br[C:2]1[CH:3]=[C:4]2[C:9](=[CH:10][CH:11]=1)[CH:8]=[C:7]([S:12]([N:15]1[CH2:20][CH2:19][N:18]([C:21](=[O:34])[C:22]3[CH:27]=[CH:26][C:25]([C:28]4[CH:33]=[CH:32][N:31]=[CH:30][CH:29]=4)=[CH:24][CH:23]=3)[CH2:17][CH2:16]1)(=[O:14])=[O:13])[CH:6]=[CH:5]2.[C:35]1(P(C2C=CC=CC=2)C2C=CC=CC=2)C=CC=C[CH:36]=1.C(=O)([O-])[O-].[K+].[K+]>O1CCCC1.C(N(CC)CC)C.CN(C)C=O.C[Si](C#C)(C)C.CO.C([O-])(=O)C.[Pd+2].C([O-])(=O)C.O.ClCCl>[C:35]([C:2]1[CH:3]=[C:4]2[C:9](=[CH:10][CH:11]=1)[CH:8]=[C:7]([S:12]([N:15]1[CH2:16][CH2:17][N:18]([C:21](=[O:34])[C:22]3[CH:27]=[CH:26][C:25]([C:28]4[CH:29]=[CH:30][N:31]=[CH:32][CH:33]=4)=[CH:24][CH:23]=3)[CH2:19][CH2:20]1)(=[O:13])=[O:14])[CH:6]=[CH:5]2)#[CH:36] |f:2.3.4,10.11.12|. The reagents and catalysts are C(C)(=O)[O-].[Pd+2].C(C)(=O)[O-] (palladium acetate). Procedure details: To a solution of 1-[(6-bromonaphthalen-2-yl)sulfonyl]-4-[4-(pyridin-4-yl)benzoyl]piperazine (310 mg) and triphenylphosphine (455 mg) in tetrahydrofuran (1.0 ml), triethylamine (3.0 ml), N,N-dimethylformamide (1.0 ml), trimethylsilylacetylene (130 ml) and palladium acetate (13.0 mg) were added, followed by heating under reflux for 2 hours. After the reaction mixture was allowed to cool down to room temperature, dichloromethane (15 ml) and water (30 ml) were added to separate the organic layer. Th... Starting materials: BrC=1C=C2C=CC(=CC2=CC1)S(=O)(=O)N1CCN(CC1)C(C1=CC=C(C=C1)C1=CC=NC=C1)=O (1-[(6-bromonaphthalen-2-yl)sulfonyl]-4-[4-(pyridin-4-yl)benzoyl]piperazine), C1(=CC=CC=C1)P(C1=CC=CC=C1)C1=CC=CC=C1 (triphenylphosphine), C([O-])([O-])=O.[K+].[K+] (potassium carbonate). Solvent: O (water), ClCCl (Dichloromethane), CO (methanol), O1CCCC1 (tetrahydrofuran), C(C)N(CC)CC (triethylamine), CN(C=O)C (N,N-dimethylformamide), C[Si](C)(C)C#C (trimethylsilylacetylene), O (water), ClCCl (dichloromethane), O1CCCC1 (tetrahydrofuran). Reaction conditions: time 30 minute. Product: C(#C)C=1C=C2C=CC(=CC2=CC1)S(=O)(=O)N1CCN(CC1)C(C1=CC=C(C=C1)C1=CC=NC=C1)=O (1-[(6-Ethynylnaphthalen-2-yl)sulfonyl]-4-(4-(pyridin-4-yl)benzoyl]piperazine). The reactants are BrC1=NC(=C2N1C1=CC(=CC=C1N=C2C)F)C (1-Bromo-8-fluoro-3,4-dimethylimidazo[1,5-a]quinoxaline), FC(C1=C(C=CC=C1)B(O)O)(F)F (2-trifluoromethylphenylboronic acid), C(=O)([O-])[O-].[K+].[K+] (K2CO3). Reagents/catalysts: C=1C=CC(=CC1)[P](C=2C=CC=CC2)(C=3C=CC=CC3)[Pd]([P](C=4C=CC=CC4)(C=5C=CC=CC5)C=6C=CC=CC6)([P](C=7C=CC=CC7)(C=8C=CC=CC8)C=9C=CC=CC9)[P](C=1C=CC=CC1)(C=1C=CC=CC1)C=1C=CC=CC1 (Pd(PPh3)4). The product is FC1=CC=C2N=C(C=3N(C2=C1)C(=NC3C)C3=C(C=CC=C3)C(F)(F)F)C (8-Fluoro-3,4-dimethyl-1-[2-(trifluoromethyl)phenyl]imidazo[1,5-a]quinoxaline). The yield is 49.0%. As a reaction SMILES: Br[C:2]1[N:6]2[C:7]3[C:12]([N:13]=[C:14]([CH3:15])[C:5]2=[C:4]([CH3:17])[N:3]=1)=[CH:11][CH:10]=[C:9]([F:16])[CH:8]=3.[F:18][C:19]([F:30])([F:29])[C:20]1[CH:25]=[CH:24][CH:23]=[CH:22][C:21]=1B(O)O.C([O-])([O-])=O.[K+].[K+]>C1C=CC([P]([Pd]([P](C2C=CC=CC=2)(C2C=CC=CC=2)C2C=CC=CC=2)([P](C2C=CC=CC=2)(C2C=CC=CC=2)C2C=CC=CC=2)[P](C2C=CC=CC=2)(C2C=CC=CC=2)C2C=CC=CC=2)(C2C=CC=CC=2)C2C=CC=CC=2)=CC=1>[F:16][C:9]1[CH:8]=[C:7]2[C:12]([N:13]=[C:14]([CH3:15])[C:5]3[N:6]2[C:2]([C:21]2[CH:22]=[CH:23][CH:24]=[CH:25][C:20]=2[C:19]([F:30])([F:29])[F:18])=[N:3][C:4]=3[CH3:17])=[CH:11][CH:10]=1 |f:2.3.4,^1:40,42,61,80|. Reported procedure: Following the general Suzuki coupling procedure, reaction of bromide 5A (75 mg, 0.25 mmol), 2-trifluoromethylphenylboronic acid (58 mg, 0.30 mmol), K2CO3 (105 mg, 0.75 mmol) and Pd(PPh3)4 (5.8 mg, 0.005 mmol) provided the coupling product as a white powder (44 mg, 49% yield). EIMS 360.0 [M+H]+. Reactants: NC=1N=C(NC1C#N)CCCC (4-Amino-2-butyl-5-cyanoimidazole), COC1(OC(CC1)OC)C(=O)OC (methyl 2,5-dimethoxy-tetrahydrofuran-2-carboxylate). Yields the product C(#N)C1=C(N=C(N1)CCC)N1C(=CC=C1)C(=O)OC (Methyl 1-(5-cyano-2-propylimidazol-4-yl)-1H-pyrrole-2-carboxylate). Reaction SMILES: [NH2:1][C:2]1[N:3]=[C:4]([CH2:9][CH2:10][CH2:11]C)[NH:5][C:6]=1[C:7]#[N:8].CO[C:15]1([C:22](OC)=O)[CH2:19][CH2:18][CH:17]([O:20][CH3:21])[O:16]1>>[C:7]([C:6]1[NH:5][C:4]([CH2:9][CH2:10][CH3:11])=[N:3][C:2]=1[N:1]1[CH:22]=[CH:15][CH:19]=[C:18]1[C:17]([O:20][CH3:21])=[O:16])#[N:8]. Procedure: Using the method of Example 5, 4-amino-5-cyano-2-propylimidazole (Example 7) was reacted with methyl 2,5-dimethoxy-tetrahydrofuran-2-carboxylate to afford the title compound. 1H-NMR 9.4 (br, 2H), 7.3 (m, 1H), 7.2 (m, 1 H), 6.4 (t, 1H), 3.8 (s, 3H), 2.7 (t, 2H), 1.8 (m, 2H), 1.0 (t, 3H).